This data is from the Open Reaction Database (ORD), a public repository of structured organic reaction records. The task is: describe an organic reaction: reactants, conditions, products, and yield Starting materials: COC(/C(=C/C1=C(N=C(S1)C)C)/NC(C1=C(C=C(C=C1C)C(=O)NCC1=CC(=CC=C1)O[Si](C)(C)C(C)(C)C)C)=O)=O ((Z)-2-[[4-[[[3-[[(1,1-dimethylethyl)dimethylsilyl]oxy]benzyl]amino]carbonyl]-2,6-dimethylbenzoyl]amino]-3-(2,4-dimethylthiazol-5-yl)propenoic acid methyl ester), solution, [F-].C(CCC)[N+](CCCC)(CCCC)CCCC (tetrabutylammonium fluoride). Run in C(C)(=O)OCC (ethyl acetate), C1CCOC1 (THF), O1CCCC1 (tetrahydrofuran). Reaction conditions: time 3 day. The product is COC(/C(=C/C1=C(N=C(S1)C)C)/NC(C1=C(C=C(C=C1C)C(=O)NCC1=CC(=CC=C1)O)C)=O)=O ((Z)-2-[[4-[[(3-hydroxybenzyl)amino]carbonyl]-2,6-dimethylbenzoyl]amino]-3-(2,4-dimethylthiazol-5-yl)propenoic acid methyl ester). Yield: 102.2%. As a reaction SMILES: [CH3:1][O:2][C:3](=[O:42])/[C:4](/[NH:13][C:14](=[O:41])[C:15]1[C:20]([CH3:21])=[CH:19][C:18]([C:22]([NH:24][CH2:25][C:26]2[CH:31]=[CH:30][CH:29]=[C:28]([O:32][Si](C(C)(C)C)(C)C)[CH:27]=2)=[O:23])=[CH:17][C:16]=1[CH3:40])=[CH:5]/[C:6]1[S:10][C:9]([CH3:11])=[N:8][C:7]=1[CH3:12].[F-].C([N+](CCCC)(CCCC)CCCC)CCC>C1COCC1.C(OCC)(=O)C>[CH3:1][O:2][C:3](=[O:42])/[C:4](/[NH:13][C:14](=[O:41])[C:15]1[C:20]([CH3:21])=[CH:19][C:18]([C:22]([NH:24][CH2:25][C:26]2[CH:31]=[CH:30][CH:29]=[C:28]([OH:32])[CH:27]=2)=[O:23])=[CH:17][C:16]=1[CH3:40])=[CH:5]/[C:6]1[S:10][C:9]([CH3:11])=[N:8][C:7]=1[CH3:12] |f:1.2|. Procedure: To a solution of (Z)-2-[[4-[[[3-[[(1,1-dimethylethyl)dimethylsilyl]oxy]benzyl]amino]carbonyl]-2,6-dimethylbenzoyl]amino]-3-(2,4-dimethylthiazol-5-yl)propenoic acid methyl ester (47 mg, 0.0773 mmol) in THF (1 mL) was added a 1M solution of tetrabutylammonium fluoride in tetrahydrofuran (0.085 mmol, 85 μL) and the reaction was stirred for 3 days at ambient temperature. The reaction was diluted with ethyl acetate and was then washed with in turn with water and brine. The organic layer was dried (Mg... Reactants: C1(=CC=CC=C1)CC(C(C(=O)O)O)NC(C1=C(N=CC=C1)N1N=C(C=C1)C1=CC=CC=C1)=O (4-phenyl-2-hydroxy-3-(2-(3-phenyl-1H-pyrazol-1-yl)nicotinamido)butanoic acid), C1(=CC=CC=C1)CCN (2-phenylethylamine). The product is OC(C(CC1=CC=CC=C1)NC(C1=C(N=CC=C1)N1N=C(C=C1)C1=CC=CC=C1)=O)C(NCCC1=CC=CC=C1)=O (N-(3-Hydroxy-4-oxo-4-(phenethylamino)-1-phenylbutan-2-yl)-2-(3-phenyl-1H-pyrazol-1-yl)nicotinamide). As a reaction SMILES: C1([CH2:7][CH:8]([NH:14][C:15](=[O:33])[C:16]2[CH:21]=[CH:20][CH:19]=[N:18][C:17]=2[N:22]2[CH:26]=[CH:25][C:24]([C:27]3[CH:32]=[CH:31][CH:30]=[CH:29][CH:28]=3)=[N:23]2)[CH:9]([OH:13])[C:10]([OH:12])=O)C=CC=CC=1.[C:34]1([CH2:40][CH2:41][NH2:42])[CH:39]=[CH:38][CH:37]=[CH:36][CH:35]=1>>[OH:13][CH:9]([C:10](=[O:12])[NH:42][CH2:41][CH2:40][C:34]1[CH:39]=[CH:38][CH:37]=[CH:36][CH:35]=1)[CH:8]([NH:14][C:15](=[O:33])[C:16]1[CH:21]=[CH:20][CH:19]=[N:18][C:17]=1[N:22]1[CH:26]=[CH:25][C:24]([C:27]2[CH:32]=[CH:31][CH:30]=[CH:29][CH:28]=2)=[N:23]1)[CH2:7][C:27]1[CH:32]=[CH:31][CH:30]=[CH:29][CH:28]=1. Reported procedure: The reaction was carried out in analogy to reaction step 1.3 by reacting 4-phenyl-2-hydroxy-3-(2-(3-phenyl-1H-pyrazol-1-yl)nicotinamido)butanoic acid with 2-phenylethylamine; ESI-MS [M+H]+: 546.2 Starting materials: C(C#C)(=O)OC (Methyl propiolate), C(C)N(C(OC)=O)[Sn](CCCC)(CCCC)CCCC (methyl ethyl(tributylstannyl)carbamate), C(C1=CC=CC=C1)N=[N+]=[N-] (Benzyl azide). Conditions: temperature 70 celsius, time 10 minute. Product: C(C1=CC=CC=C1)N1N=NC(=C1C(=O)OC)[Sn](CCCC)(CCCC)CCCC (Methyl 1-benzyl-4-(tributylstannyl)-1H-1,2,3-triazole-5-carboxylate). As a reaction SMILES: [C:1]([O:5][CH3:6])(=[O:4])[C:2]#[CH:3].C(N([Sn:14]([CH2:23][CH2:24][CH2:25][CH3:26])([CH2:19][CH2:20][CH2:21][CH3:22])[CH2:15][CH2:16][CH2:17][CH3:18])C(=O)OC)C.[CH2:27]([N:34]=[N+:35]=[N-:36])[C:28]1[CH:33]=[CH:32][CH:31]=[CH:30][CH:29]=1>>[CH2:27]([N:34]1[C:2]([C:1]([O:5][CH3:6])=[O:4])=[C:3]([Sn:14]([CH2:15][CH2:16][CH2:17][CH3:18])([CH2:19][CH2:20][CH2:21][CH3:22])[CH2:23][CH2:24][CH2:25][CH3:26])[N:36]=[N:35]1)[C:28]1[CH:33]=[CH:32][CH:31]=[CH:30][CH:29]=1. Procedure details: Methyl propiolate (5.75 g, 68.4 mmol) was added to methyl ethyl(tributylstannyl)carbamate (26.9 g, 68.6 mmol) in a large sealed tube. The mixture was heated to 70° C. overnight. The mixture was cooled to ambient temperature and the vial was stirred unsealed for 10 minutes. Benzyl azide (10.2 mL, 81.6 mmol) was added, and the vial was resealed and heated to 130° C. overnight. The mixture was purified by silica gel chromatography eluting with a gradient of 5-40% ethyl acetate in hexanes to afford ...